Dataset: the Open Reaction Database (ORD), a public repository of structured organic reaction records. Task: describe an organic reaction: reactants, conditions, products, and yield Reactants: CCOC(=O)CC(=O)OCC, [Cl-], [Cl-], CC(C)(C(=O)O)c1ccc(F)cc1, [Mg+2], O=S(Cl)Cl. Product: CCOC(=O)C(C(=O)OCC)C(=O)C(C)(C)c1ccc(F)cc1. As a reaction SMILES: [C:1]([CH2:2][C:3](=[O:4])[O:5][CH2:6][CH3:7])(=[O:8])[O:9][CH2:10][CH3:11].[Cl-:12].[Cl-:14].[F:15][c:16]1[cH:17][cH:18][c:19]([C:22]([C:23](=[O:24])[OH:25])([CH3:26])[CH3:27])[cH:20][cH:21]1.[Mg+2:13].[S:28]([Cl:29])([Cl:30])=[O:31]>>[C:1]([CH:2]([C:3](=[O:4])[O:5][CH2:6][CH3:7])[C:23]([C:22]([c:19]1[cH:18][cH:17][c:16]([F:15])[cH:21][cH:20]1)([CH3:26])[CH3:27])=[O:24])(=[O:8])[O:9][CH2:10][CH3:11]. Starting materials: NCC1CC1, O=C(Cl)C(c1ccccc1)c1ccccc1. The product is O=C(NCC1CC1)C(c1ccccc1)c1ccccc1. RXN SMILES: [CH:17]1([CH2:20][NH2:21])[CH2:18][CH2:19]1.[c:1]1([CH:7]([C:8](=[O:9])[Cl:10])[c:11]2[cH:12][cH:13][cH:14][cH:15][cH:16]2)[cH:2][cH:3][cH:4][cH:5][cH:6]1>>[c:1]1([CH:7]([C:8](=[O:9])[NH:21][CH2:20][CH:17]2[CH2:18][CH2:19]2)[c:11]2[cH:12][cH:13][cH:14][cH:15][cH:16]2)[cH:2][cH:3][cH:4][cH:5][cH:6]1.